Dataset: the Open Reaction Database (ORD), a public repository of structured organic reaction records. Task: describe an organic reaction: reactants, conditions, products, and yield Reactants: C(C)OC(C1=C(C(=CC=C1)SC1=C(NC2=CC(=CC=C12)Cl)C)F)=O (3-(6-chloro-2-methyl-1H-indol-3-ylsulfanyl)-2-fluoro-benzoic acid ethyl ester), BrC=1C=NC=C(C1)C (3-bromo-5-methylpyridine). Yields the product C(C)OC(C1=C(C(=CC=C1)SC1=C(N(C2=CC(=CC=C12)Cl)C=1C=NC=C(C1)C)C)F)=O (3-[6-Chloro-2-methyl-1-(5-methyl-pyridin-3-yl)-1H-indol-3-ylsulfanyl]-2-fluoro-benzoic acid ethyl ester). RXN SMILES: [CH2:1]([O:3][C:4](=[O:24])[C:5]1[CH:10]=[CH:9][CH:8]=[C:7]([S:11][C:12]2[C:20]3[C:15](=[CH:16][C:17]([Cl:21])=[CH:18][CH:19]=3)[NH:14][C:13]=2[CH3:22])[C:6]=1[F:23])[CH3:2].Br[C:26]1[CH:27]=[N:28][CH:29]=[C:30]([CH3:32])[CH:31]=1>>[CH2:1]([O:3][C:4](=[O:24])[C:5]1[CH:10]=[CH:9][CH:8]=[C:7]([S:11][C:12]2[C:20]3[C:15](=[CH:16][C:17]([Cl:21])=[CH:18][CH:19]=3)[N:14]([C:26]3[CH:27]=[N:28][CH:29]=[C:30]([CH3:32])[CH:31]=3)[C:13]=2[CH3:22])[C:6]=1[F:23])[CH3:2]. Reported procedure: Prepared according to the procedure described in Example 42, Step 4, using the following starting materials: 3-(6-chloro-2-methyl-1H-indol-3-ylsulfanyl)-2-fluoro-benzoic acid ethyl ester and 3-bromo-5-methylpyridine. The reactants are C([O-])(O)=O.[Na+] (sodium bicarbonate), FC=1C=CC(=C(C1)C(CC1(OC1)C(F)(F)F)(C)C)OC (2-[2-(5-fluoro-2-methoxyphenyl)-2-methylpropyl]-2-trifluoromethyloxirane), OC1=C(C=NC2=CC=CC=C12)CO (4-hydroxy-3-hydroxymethylquinoline), [O-]CC.[Na+] (sodium ethoxide). Solvent: C(C)O (ethanol). Conditions: temperature 85 celsius. Yields the product FC=1C=CC(=C(C1)C(CC(CN1C=C(C(C2=CC=CC=C12)=O)CO)(C(F)(F)F)O)(C)C)OC (1-[4-(5-fluoro-2-methoxyphenyl)-2-hydroxy-4-methyl-2-trifluoromethylpentyl]-3-hydroxymethyl-1H-quinolin-4-one). Isolated yield 73.6%. Reaction SMILES: [F:1][C:2]1[CH:3]=[CH:4][C:5]([O:19][CH3:20])=[C:6]([C:8]([CH3:18])([CH3:17])[CH2:9][C:10]2([C:13]([F:16])([F:15])[F:14])[CH2:12][O:11]2)[CH:7]=1.[OH:21][C:22]1[C:31]2[C:26](=[CH:27][CH:28]=[CH:29][CH:30]=2)[N:25]=[CH:24][C:23]=1[CH2:32][OH:33].[O-]CC.[Na+].C(=O)(O)[O-].[Na+]>C(O)C>[F:1][C:2]1[CH:3]=[CH:4][C:5]([O:19][CH3:20])=[C:6]([C:8]([CH3:18])([CH3:17])[CH2:9][C:10]([OH:11])([C:13]([F:16])([F:15])[F:14])[CH2:12][N:25]2[C:26]3[C:31](=[CH:30][CH:29]=[CH:28][CH:27]=3)[C:22](=[O:21])[C:23]([CH2:32][OH:33])=[CH:24]2)[CH:7]=1 |f:2.3,4.5|. Procedure details: To a suspension of 2-[2-(5-fluoro-2-methoxyphenyl)-2-methylpropyl]-2-trifluoromethyloxirane (344 mg) and 4-hydroxy-3-hydroxymethylquinoline (412 mg) in anhydrous ethanol (2.5 mL) was added sodium ethoxide (21 wt. % solution in ethanol, 439 μL). After heating at 85° C. for 17 hours, the reaction mixture was poured into saturated aqueous sodium bicarbonate and extracted twice with ethyl acetate. The combined organic phases were dried over sodium sulfate, filtered, and concentrated in vacuo. The re... Product: O=C1OC(COc2ccon2)CN1c1ccc(-c2ccc(CO)cc2)c(F)c1. The reactants are Cc1ccccc1, CCO, O=C1OC(COc2ccon2)CN1c1ccc(I)c(F)c1, O, OCc1ccc(B(O)O)cc1, c1ccc(P(c2ccccc2)(c2ccccc2)[Pd](P(c2ccccc2)(c2ccccc2)c2ccccc2)(P(c2ccccc2)(c2ccccc2)c2ccccc2)P(c2ccccc2)(c2ccccc2)c2ccccc2)cc1. Reaction SMILES: [CH3:33][c:34]1[cH:35][cH:36][cH:37][cH:38][cH:39]1.[CH3:40][CH2:41][OH:42].[F:1][c:2]1[cH:3][c:4]([N:9]2[C:10](=[O:21])[O:11][CH:12]([CH2:14][O:15][c:16]3[n:17][o:18][cH:19][cH:20]3)[CH2:13]2)[cH:5][cH:6][c:7]1[I:8].[OH2:43].[OH:22][CH2:23][c:24]1[cH:25][cH:26][c:27]([B:30]([OH:31])[OH:32])[cH:28][cH:29]1.[cH:44]1[cH:45][cH:46][c:47]([P:48]([Pd:49]([P:50]([c:51]2[cH:52][cH:53][cH:54][cH:55][cH:56]2)([c:57]2[cH:58][cH:59][cH:60][cH:61][cH:62]2)[c:63]2[cH:64][cH:65][cH:66][cH:67][cH:68]2)([P:69]([c:70]2[cH:71][cH:72][cH:73][cH:74][cH:75]2)([c:76]2[cH:77][cH:78][cH:79][cH:80][cH:81]2)[c:82]2[cH:83][cH:84][cH:85][cH:86][cH:87]2)[P:88]([c:89]2[cH:90][cH:91][cH:92][cH:93][cH:94]2)([c:95]2[cH:96][cH:97][cH:98][cH:99][cH:100]2)[c:101]2[cH:102][cH:103][cH:104][cH:105][cH:106]2)([c:107]2[cH:108][cH:109][cH:110][cH:111][cH:112]2)[c:113]2[cH:114][cH:115][cH:116][cH:117][cH:118]2)[cH:119][cH:120]1>>[F:1][c:2]1[cH:3][c:4]([N:9]2[C:10](=[O:21])[O:11][CH:12]([CH2:14][O:15][c:16]3[n:17][o:18][cH:19][cH:20]3)[CH2:13]2)[cH:5][cH:6][c:7]1-[c:27]1[cH:26][cH:25][c:24]([CH2:23][OH:22])[cH:29][cH:28]1. RXN SMILES: [Br:1][CH2:2][c:3]1[cH:4][c:5]([C:6]#[N:7])[cH:8][c:9]([CH3:12])[c:10]1[Cl:11].[CH3:16][CH2:17][OH:18].[CH3:20][CH2:21][O:22][C:23](=[O:24])[CH3:25].[K:13][C:14]#[N:15].[OH2:19]>>[CH2:2]([c:3]1[cH:4][c:5]([C:6]#[N:7])[cH:8][c:9]([CH3:12])[c:10]1[Cl:11])[C:14]#[N:15]. Starting materials: Cc1cc(C#N)cc(CBr)c1Cl, CCO, CCOC(C)=O, N#C[K], O. The product is Cc1cc(C#N)cc(CC#N)c1Cl. Reactants: N#N.C(C1=CC=CC=C1)OC(=O)N[C@H]([C@@H](C[C@@]1(N(C[C@H](C1)O)C(C)(C)C)C(=O)N)O)CC1=CC=CC=C1 (N2 [3(S)-(benzyloxyformamido)-2(R)-hydroxy-4-phenylbutyl]-N1 -tert.butyl-4(S)-hydroxy-L-prolinamide). The reagents and catalysts are [Pd] (palladium-on-carbon). Run in C(C)O (ethanol). The product is N#N.N[C@H]([C@@H](C[C@@]1(N(C[C@H](C1)O)C(C)(C)C)C(=O)N)O)CC1=CC=CC=C1 (N2 [3(S)-amino-2(R)-hydroxy-4-phenylbutyl]-N1 -tert.butyl-4(S)-hydroxy-L-prolinamide). Isolated yield 98.6%. Reaction SMILES: [N:1]#[N:2].C(OC([NH:13][C@@H:14]([CH2:31][C:32]1[CH:37]=[CH:36][CH:35]=[CH:34][CH:33]=1)[C@H:15]([OH:30])[CH2:16][C@@:17]1([C:27]([NH2:29])=[O:28])[CH2:21][C@H:20]([OH:22])[CH2:19][N:18]1[C:23]([CH3:26])([CH3:25])[CH3:24])=O)C1C=CC=CC=1>C(O)C.[Pd]>[N:1]#[N:2].[NH2:13][C@@H:14]([CH2:31][C:32]1[CH:37]=[CH:36][CH:35]=[CH:34][CH:33]=1)[C@H:15]([OH:30])[CH2:16][C@@:17]1([C:27]([NH2:29])=[O:28])[CH2:21][C@H:20]([OH:22])[CH2:19][N:18]1[C:23]([CH3:26])([CH3:24])[CH3:25] |f:0.1,4.5|. Reported procedure: 0.11 g of N2 -[3(S)-(benzyloxyformamido)-2(R)-hydroxy-4-phenylbutyl]-N1 -tert.butyl-4(S)-hydroxy-L-prolinamide was dissolved in 10 ml of ethanol and hydrogenated over 20 mg of 10% palladium-on-carbon at room temperature and under atmospheric pressure for 2 hours. The catalyst was filtered off and the filtrate was evaporated to give 0.08 g of N2 -[3(S)-amino-2(R)-hydroxy-4-phenylbutyl]-N1 -tert.butyl-4(S)-hydroxy-L-prolinamide as a gum which was used without further purification. Reactants: COC(CCCCCCCCCC=C(F)F)=O (12,12-difluorododec-11-enoic acid methyl ester), C[Si](C1=CC=C(N)C=C1)(C)C (4-trimethylsilylaniline). The solvent is C1(=CC=CC=C1)C (toluene). Run at time 2 hour. The product is C[Si](C1=CC=C(C=C1)NC(CCCCCCCCCC=C(F)F)=O)(C)C (12,12-Difluorododec-11-enoic acid N-(4-trimethylsilylphenyl)amide). As a reaction SMILES: CO[C:3](=[O:17])[CH2:4][CH2:5][CH2:6][CH2:7][CH2:8][CH2:9][CH2:10][CH2:11][CH2:12][CH:13]=[C:14]([F:16])[F:15].[CH3:18][Si:19]([CH3:28])([CH3:27])[C:20]1[CH:26]=[CH:25][C:23]([NH2:24])=[CH:22][CH:21]=1>C1(C)C=CC=CC=1>[CH3:18][Si:19]([CH3:28])([CH3:27])[C:20]1[CH:26]=[CH:25][C:23]([NH:24][C:3](=[O:17])[CH2:4][CH2:5][CH2:6][CH2:7][CH2:8][CH2:9][CH2:10][CH2:11][CH2:12][CH:13]=[C:14]([F:15])[F:16])=[CH:22][CH:21]=1. Procedure: 2.5 g of 12,12-difluorododec-11-enoic acid methyl ester are added at room temperature to 1.53 g of 4-trimethylsilylaniline in 25 ml of toluene. The mixture is stirred for 2 hours at 80° and then concentrated by evaporation in vacuo. The residue is taken up in toluene, the toluene phase is washed with water, dried over sodium sulfate and concentrated to dryness by evaporation. The residue is taken up in hexane:ethyl acetate (9:1) and filtered over silica gel. Evaporation of the filtrate yields th... The reactants are BrC1=C(C=CC(=C1)F)S(=O)(=O)N(C(=O)OC)C1=CC=C2C3C(COC2=C1C(=O)OC)C3 (methyl (1aRS,7bSR)-5-[N-(2-bromo-4-fluorobenzenesulfonyl)-N-(methoxycarbonyl)amino]-1,1a,2,7b-tetrahydrocyclopropa-[c]chromene-4-carboxylate), BrC1=C(C=CC(=C1)F)S(=O)(=O)N(C(=O)OC)C1=CC=C2C3C(COC2=C1C(=O)OC)C3 (methyl (1aRS,7bSR)-5-[N-(2-bromo-4-fluorobenzenesulfonyl)-N-(methoxycarbonyl)amino]-1,1a,2,7b-tetrahydrocyclopropa-[c]chromene-4-carboxylate), C(CCC)[Sn](\C=C/CO)(CCCC)CCCC ((Z)-3-tributylstannanylprop-2-en-1-ol), C(CCC)[Sn](\C=C/CO)(CCCC)CCCC ((Z)-3-tributylstannanylprop-2-en-1-ol), F[B-](F)(F)F.C(C)(C)(C)[PH+](C(C)(C)C)C(C)(C)C (tri-tert-butylphosphonium tetrafluoroborate), resultant mixture. The reagents and catalysts are C=1C=CC(=CC1)/C=C/C(=O)/C=C/C2=CC=CC=C2.C=1C=CC(=CC1)/C=C/C(=O)/C=C/C2=CC=CC=C2.C=1C=CC(=CC1)/C=C/C(=O)/C=C/C2=CC=CC=C2.[Pd].[Pd] (tris-(dibenzylideneacetone)dipalladium). The solvent is O1CCOCC1 (dioxane), CS(=O)C (DMSO), C(C)(=O)OCC (ethyl acetate). Reaction conditions: time 30 minute. Yields the product OC\C=C/C1=C(C=CC(=C1)F)S(=O)(=O)N(C(=O)OC)C1=CC=C2C3C(COC2=C1C(=O)OC)C3 (methyl (1aRS,7bSR)-5-{N-[2-((Z)-3-hydroxyprop-1-enyl)-4-fluorobenzenesulfonyl]-N-[methoxycarbonyl]amino}-1,1a,2,7b-tetrahydrocyclopropa-[c]chromene-4-carboxylate). Yield: 95.9%. As a reaction SMILES: Br[C:2]1[CH:7]=[C:6]([F:8])[CH:5]=[CH:4][C:3]=1[S:9]([N:12]([C:17]1[C:26]([C:27]([O:29][CH3:30])=[O:28])=[C:25]2[C:20]([CH:21]3[CH2:31][CH:22]3[CH2:23][O:24]2)=[CH:19][CH:18]=1)[C:13]([O:15][CH3:16])=[O:14])(=[O:11])=[O:10].C([Sn](CCCC)(CCCC)/[CH:37]=[CH:38]\[CH2:39][OH:40])CCC.F[B-](F)(F)F.C([PH+](C(C)(C)C)C(C)(C)C)(C)(C)C>O1CCOCC1.CS(C)=O.C(OCC)(=O)C.C1C=CC(/C=C/C(/C=C/C2C=CC=CC=2)=O)=CC=1.C1C=CC(/C=C/C(/C=C/C2C=CC=CC=2)=O)=CC=1.C1C=CC(/C=C/C(/C=C/C2C=CC=CC=2)=O)=CC=1.[Pd].[Pd]>[OH:40][CH2:39]/[CH:38]=[CH:37]\[C:2]1[CH:7]=[C:6]([F:8])[CH:5]=[CH:4][C:3]=1[S:9]([N:12]([C:17]1[C:26]([C:27]([O:29][CH3:30])=[O:28])=[C:25]2[C:20]([CH:21]3[CH2:31][CH:22]3[CH2:23][O:24]2)=[CH:19][CH:18]=1)[C:13]([O:15][CH3:16])=[O:14])(=[O:11])=[O:10] |f:2.3,7.8.9.10.11|. Reported procedure: A mixture of methyl (1aRS,7bSR)-5-[N-(2-bromo-4-fluorobenzenesulfonyl)-N-(methoxycarbonyl)amino]-1,1a,2,7b-tetrahydrocyclopropa-[c]chromene-4-carboxylate (Intermediate 65, 0.6 g), (Z)-3-tributylstannanylprop-2-en-1-ol (Intermediate 12, 0.81 g), tris-(dibenzylideneacetone)dipalladium (0.1 g) and tri-tert-butylphosphonium tetrafluoroborate (0.07 g) in dioxane (18 mL) and DMSO (2 mL) was stirred at room temperature for 30 minutes. The resultant mixture was diluted with ethyl acetate and washed with...